This data is from the Open Reaction Database (ORD), a public repository of structured organic reaction records. The task is: describe an organic reaction: reactants, conditions, products, and yield The reactants are [N+](=O)([O-])C1=C(C=CC(=C1)C(CC)=O)NC(C)=O (N-(2-nitro-4-propanoylphenyl)acetamide), BrBr (bromine), O (water). The solvent is C(C)(=O)O (acetic acid), C(C)(=O)O (acetic acid). Reaction conditions: temperature 35 celsius. Yields the product BrC(C(=O)C1=CC(=C(C=C1)NC(C)=O)[N+](=O)[O-])C (N-[4-(2-bromopropanoyl)-2-nitrophenyl]acetamide). As a reaction SMILES: [N+:1]([C:4]1[CH:9]=[C:8]([C:10](=[O:13])[CH2:11][CH3:12])[CH:7]=[CH:6][C:5]=1[NH:14][C:15](=[O:17])[CH3:16])([O-:3])=[O:2].[Br:18]Br.O>C(O)(=O)C>[Br:18][CH:11]([CH3:12])[C:10]([C:8]1[CH:7]=[CH:6][C:5]([NH:14][C:15](=[O:17])[CH3:16])=[C:4]([N+:1]([O-:3])=[O:2])[CH:9]=1)=[O:13]. Procedure details: To 1600 ml of acetic acid are added 46.7 g (198 mM) of N-(2-nitro-4-propanoylphenyl)acetamide. To the solution obtained, heated to 35° C., is added over 2 hours a solution of 10.13 ml (198 mM) of bromine in 200 ml of acetic acid. The reaction medium is then added gently to 5000 ml of water, and a solid crystallises out. After filtering off the solid and washing with water, 56.8 g of N-[4-(2-bromopropanoyl)-2-nitrophenyl]acetamide are obtained in the form of a pale yellow solid. RXN SMILES: [C:1](#[N:2])[c:3]1[cH:4][c:5]([N:9]([C:10](=[O:11])[O:12][C:13]([CH3:14])([CH3:15])[CH3:16])[N:17]([CH2:18][CH2:19][CH3:20])[C:21](=[O:22])[NH:23][c:24]2[cH:25][cH:26][c:27]([I:30])[cH:28][cH:29]2)[cH:6][cH:7][cH:8]1.[CH3:31][S:32][c:33]1[c:34]([B:39]([OH:40])[OH:41])[cH:35][cH:36][cH:37][cH:38]1.[CH3:48][O:49][CH2:50][CH2:51][O:52][CH3:53].[Na+:42].[Na+:43].[O-:44][C:45](=[O:46])[O-:47]>>[C:1](#[N:2])[c:3]1[cH:4][c:5]([N:9]([C:10](=[O:11])[O:12][C:13]([CH3:14])([CH3:15])[CH3:16])[N:17]([CH2:18][CH2:19][CH3:20])[C:21](=[O:22])[NH:23][c:24]2[cH:25][cH:26][c:27](-[c:34]3[c:33]([S:32][CH3:31])[cH:38][cH:37][cH:36][cH:35]3)[cH:28][cH:29]2)[cH:6][cH:7][cH:8]1. Yields the product CCCN(C(=O)Nc1ccc(-c2ccccc2SC)cc1)N(C(=O)OC(C)(C)C)c1cccc(C#N)c1. The reactants are CCCN(C(=O)Nc1ccc(I)cc1)N(C(=O)OC(C)(C)C)c1cccc(C#N)c1, CSc1ccccc1B(O)O, COCCOC, [Na+], [Na+], O=C([O-])[O-]. The reactants are C(=O)=O (dry ice), OC(C[C@@H]1NC(OC1)=O)(C)C ((4S)-4-(2-hydroxy-2-methylpropyl)-1,3-oxazolidin-2-one), [OH-].[Ba+2].[OH-] (barium hydroxide), C(C)O (ethanol). Solvent: O (water). Reaction conditions: time 8 hour. The product is N[C@H](CO)CC(C)(O)C ((S)-2-amino-4-methylpentane-1,4-diol). The yield is 83.7%. As a reaction SMILES: [OH:1][C:2]([CH3:11])([CH3:10])[CH2:3][C@H:4]1[CH2:8][O:7]C(=O)[NH:5]1.[OH-].[Ba+2].[OH-].C(O)C.C(=O)=O>O>[NH2:5][C@@H:4]([CH2:3][C:2]([CH3:11])([OH:1])[CH3:10])[CH2:8][OH:7] |f:1.2.3|. Reported procedure: A mixture of (4S)-4-(2-hydroxy-2-methylpropyl)-1,3-oxazolidin-2-one (1.0 g, 6.28 mmol), barium hydroxide (3.2 g, 18.8 mmol), ethanol (50 mL) and water (50 mL) was heated to reflux for 4 hours. See Gauthier et al., 2008, Bioorg. Med. Chem. Lett., 18:923-928. After cooling, dry ice (5.5 g, 125.6 mmol) was added and the mixture was stirred vigorously overnight. The suspension was then filtered over CELITE®, rinsing with ethanol. The filtrate was diluted with toluene and evaporated to dryness, yield... The reactants are O1COC2=C1C=CC(=C2)O (1,3-benzodioxol-5-ol), C(C)(C)[Mg]Cl (iso-propyl magnesium chloride), C(CCCC)N1C(C(C=2C1=NC=CC2)=O)=O (1-pentyl-1H-pyrrolo[2,3-b]pyridine-2,3-dione). Solvent: C1CCOC1 (THF), ClCCl (dichloromethane). Run at temperature 0 celsius, time 30 minute. Product: OC1(C(N(C2=NC=CC=C21)CCCCC)=O)C2=CC1=C(OCO1)C=C2O (3-hydroxy-3-(6-hydroxy-1,3-benzodioxol-5-yl)-1-pentyl-1,3-dihydro-2H-pyrrolo[2,3-b]pyridin-2-one). Yield: 73.0%. As a reaction SMILES: [O:1]1[C:5]2[CH:6]=[CH:7][C:8]([OH:10])=[CH:9][C:4]=2[O:3][CH2:2]1.C([Mg]Cl)(C)C.[CH2:16]([N:21]1[C:25]2=[N:26][CH:27]=[CH:28][CH:29]=[C:24]2[C:23](=[O:30])[C:22]1=[O:31])[CH2:17][CH2:18][CH2:19][CH3:20]>C1COCC1.ClCCl>[OH:30][C:23]1([C:7]2[C:8]([OH:10])=[CH:9][C:4]3[O:3][CH2:2][O:1][C:5]=3[CH:6]=2)[C:24]2[C:25](=[N:26][CH:27]=[CH:28][CH:29]=2)[N:21]([CH2:16][CH2:17][CH2:18][CH2:19][CH3:20])[C:22]1=[O:31]. Procedure details: To a solution of 1,3-benzodioxol-5-ol in THF (40.0 mL) was added a solution of iso-propyl magnesium chloride (7.90 mL, 15.9 mmol, 2.0 M in THF) dropwise at 0° C. over 5 min. The reaction mixture was stirred for 30 min upon which time colorless precipitate formed. After the solvent was removed under reduced pressure, the residue was dissolved in anhydrous dichloromethane (40.0 mL) and cooled to 0° C. followed by the addition of a solution of 1-pentyl-1H-pyrrolo[2,3-b]pyridine-2,3-dione (1.84 g, 8... Reactants: C1CCOC1, C[Mg+], CS(=O)(=O)c1cccc(C=O)c1, [I-]. The product is CC(O)c1cccc(S(C)(=O)=O)c1. RXN SMILES: [CH2:16]1[O:17][CH2:18][CH2:19][CH2:20]1.[CH3:2][Mg+:3].[CH3:4][S:5](=[O:6])(=[O:7])[c:8]1[cH:9][c:10]([CH:11]=[O:12])[cH:13][cH:14][cH:15]1.[I-:1]>>[CH3:2][CH:11]([c:10]1[cH:9][c:8]([S:5]([CH3:4])(=[O:6])=[O:7])[cH:15][cH:14][cH:13]1)[OH:12].